Dataset: the Open Reaction Database (ORD), a public repository of structured organic reaction records. Task: describe an organic reaction: reactants, conditions, products, and yield Starting materials: ClCC(C)=O (chloro-2-propanone), C(=S)NC(C(=O)OCC(Cl)(Cl)Cl)P(=O)(OCC)OCC (trichloroethyl α-thioformamido-diethylphosphonoacetate), C(=O)([O-])[O-].[K+].[K+] (K2CO3). Reaction SMILES: Cl[CH2:2][C:3](=[O:5])[CH3:4].[CH:6]([NH:8][CH:9]([P:18]([O:23][CH2:24][CH3:25])([O:20][CH2:21][CH3:22])=[O:19])[C:10]([O:12][CH2:13][C:14]([Cl:17])([Cl:16])[Cl:15])=[O:11])=[S:7].C([O-])([O-])=O.[K+].[K+]>CC(C)=O.C(Cl)Cl>[Cl:17][C:14]([Cl:15])([Cl:16])[CH2:13][O:12][C:10]([CH:9]([P:18]([O:20][CH2:21][CH3:22])([O:23][CH2:24][CH3:25])=[O:19])[N:8]=[CH:6][S:7][CH2:2][C:3](=[O:5])[CH3:4])=[O:11] |f:2.3.4|. Procedure details: A solution of chloro-2-propanone (0.470 q., 5.08 mMol) in acetone (4 ml.) is added dropwise during 15 minutes to a rapidly stirring mixture of trichloroethyl α-thioformamido-diethylphosphonoacetate (1.783 g., 4.62 mMol), K2CO3 (0.702 g., 5.08 mMol), and acetone (6 ml.). After having been stirred for 15 hours at room temperature, the mixture is diluted with methylene chloride (30 ml.) and filtered to remove salts. The filtrate is evaporated under reduced pressure to yield 2-oxo-propyl N-(trichlor... Solvent: C(Cl)Cl (methylene chloride), CC(=O)C (acetone), CC(=O)C (acetone). The product is ClC(COC(=O)C(N=CSCC(C)=O)P(=O)(OCC)OCC)(Cl)Cl (2-oxo-propyl N-(trichloroethoxycarbonyl-diethylphosphonomethyl)-thioformimidate). Reactants: C1(CCC2=CC=CC=C12)=NO (2,3-dihydro-1H-inden-1-one oxime), C1(=CC=CC=C1)N1CNC(C12CCNCC2)=O (1-phenyl-1,3,8-triazaspiro[4.5]decan-4-one). The product is C1(CCC2=CC=CC=C12)N1CCC2(CNCN2C2=CC=CC=C2)CC1 ((RS)-8-Indan-1-yl-1-phenyl-1,3,8-triaza-spiro[4.5]decan). Reaction SMILES: [C:1]1(=[N:10]O)[C:9]2[C:4](=[CH:5][CH:6]=[CH:7][CH:8]=2)[CH2:3][CH2:2]1.[C:12]1([N:18]2[C:22]3([CH2:27][CH2:26]N[CH2:24][CH2:23]3)[C:21](=O)[NH:20][CH2:19]2)[CH:17]=[CH:16][CH:15]=[CH:14][CH:13]=1>>[CH:1]1([N:10]2[CH2:26][CH2:27][C:22]3([N:18]([C:12]4[CH:17]=[CH:16][CH:15]=[CH:14][CH:13]=4)[CH2:19][NH:20][CH2:21]3)[CH2:23][CH2:24]2)[C:9]2[C:4](=[CH:5][CH:6]=[CH:7][CH:8]=2)[CH2:3][CH2:2]1. Reported procedure: The title compound, m.p.>250° C. and MS: m/e=348.4 (M+H+) was prepared in accordance with the general method of example 11 from 2,3-dihydro-1H-inden-1-one oxime and 1-phenyl-1,3,8-triazaspiro[4.5]decan-4-one. Reactants: Cl (Hydrochloric acid), ClC=1N=C(N(C1C=O)CCCCOC)C1=CC=CC=C1 (4-chloro-1-(4-methoxybutyl)-2-phenyl-1H-imidazole-5-carbaldehyde), Cl(=O)[O-].[Na+] (sodium chlorite), P(=O)(O)(O)[O-].[Na+] (sodium dihydrogen phosphate). Solvent: C(C)(C)(C)O (tert-butanol), CC(C)=CC (2-methyl-2-butene). Conditions: time 12 hour. Product: ClC=1N=C(N(C1C(=O)O)CCCCOC)C1=CC=CC=C1 (4-chloro-1-(4-methoxybutyl)-2-phenyl-1H-imidazole-5-carboxylic acid). The yield is 87.6%. As a reaction SMILES: [Cl:1][C:2]1[N:3]=[C:4]([C:15]2[CH:20]=[CH:19][CH:18]=[CH:17][CH:16]=2)[N:5]([CH2:9][CH2:10][CH2:11][CH2:12][O:13][CH3:14])[C:6]=1[CH:7]=[O:8].Cl([O-])=[O:22].[Na+].P([O-])(O)(O)=O.[Na+].Cl>C(O)(C)(C)C.CC(=CC)C>[Cl:1][C:2]1[N:3]=[C:4]([C:15]2[CH:16]=[CH:17][CH:18]=[CH:19][CH:20]=2)[N:5]([CH2:9][CH2:10][CH2:11][CH2:12][O:13][CH3:14])[C:6]=1[C:7]([OH:22])=[O:8] |f:1.2,3.4|. Procedure details: To a solution of 4-chloro-1-(4-methoxybutyl)-2-phenyl-1H-imidazole-5-carbaldehyde (790 mg) in tert-butanol (15 ml) and 2-methyl-2-butene (1.5 ml) was added aqueous solution (4 ml) of sodium chlorite (300 mg) and sodium dihydrogen phosphate (400 mg), and the mixture was stirred at room temperature for 12 hr. 1M Hydrochloric acid was added, and the mixture was adjusted to pH 3, and extracted with ethyl acetate. The extract was washed with saturated brine, and dried over anhydrous magnesium sulfate... Starting materials: C(C)(C)N(C(C)C)CC (N,N-diisopropylethylamine), C(=O)(O)CC(O)[C@H]1N(C[C@H](C1)SCC1=CC=C(C=C1)OC)C(=O)OCC1=CC=C(C=C1)[N+](=O)[O-] ((2S,4S)-2-(2-carboxy-1-hydroxyethyl)-4-(4-methoxybenzylthio)-1-(4-nitrobenzyloxycarbonyl)pyrrolidine), FC(C(=O)O)(F)F.CN(C(=O)OCC1=CC=C(C=C1)[N+](=O)[O-])[C@@H]1CNCC1 ((3S)-3-[N-methyl-N-(4-nitrobenzyloxycarbonyl)amino]pyrrolidine trifluoroacetate), ON1N=NC2=C1C=CC=C2 (1-hydroxybenzotriazole), Cl.C(C)N=C=NCCCN(C)C (1-ethyl-3-(3-dimethylaminopropyl)-carbodiimide hydrochloride). Run in CN(C=O)C (dimethylformamide), CN(C=O)C (dimethylformamide), O (water). Conditions: time 8 hour. Product: OC(CC(=O)N1C[C@H](CC1)N(C(=O)OCC1=CC=C(C=C1)[N+](=O)[O-])C)[C@H]1N(C[C@H](C1)SCC1=CC=C(C=C1)OC)C(=O)OCC1=CC=C(C=C1)[N+](=O)[O-] ((2S,4S)-2-[1-hydroxy-2-[(3S)-3-[N-methyl-N-(4-nitrobenzyloxycarbonyl)amino]pyrrolidin-1-ylcarbonyl]ethyl]-4-(4-methoxybenzylthio)-1-(4-nitrobenzyloxycarbonyl)pyrrolidine). Isolated yield 68.3%. RXN SMILES: FC(F)(F)C(O)=O.[CH3:8][N:9]([C@H:23]1[CH2:27][CH2:26][NH:25][CH2:24]1)[C:10]([O:12][CH2:13][C:14]1[CH:19]=[CH:18][C:17]([N+:20]([O-:22])=[O:21])=[CH:16][CH:15]=1)=[O:11].C(N(CC)C(C)C)(C)C.[C:37]([CH2:40][CH:41]([C@@H:43]1[CH2:47][C@H:46]([S:48][CH2:49][C:50]2[CH:55]=[CH:54][C:53]([O:56][CH3:57])=[CH:52][CH:51]=2)[CH2:45][N:44]1[C:58]([O:60][CH2:61][C:62]1[CH:67]=[CH:66][C:65]([N+:68]([O-:70])=[O:69])=[CH:64][CH:63]=1)=[O:59])[OH:42])(O)=[O:38].ON1C2C=CC=CC=2N=N1.Cl.C(N=C=NCCCN(C)C)C>CN(C)C=O.O>[OH:42][CH:41]([C@@H:43]1[CH2:47][C@H:46]([S:48][CH2:49][C:50]2[CH:51]=[CH:52][C:53]([O:56][CH3:57])=[CH:54][CH:55]=2)[CH2:45][N:44]1[C:58]([O:60][CH2:61][C:62]1[CH:63]=[CH:64][C:65]([N+:68]([O-:70])=[O:69])=[CH:66][CH:67]=1)=[O:59])[CH2:40][C:37]([N:25]1[CH2:26][CH2:27][C@H:23]([N:9]([CH3:8])[C:10]([O:12][CH2:13][C:14]2[CH:19]=[CH:18][C:17]([N+:20]([O-:22])=[O:21])=[CH:16][CH:15]=2)=[O:11])[CH2:24]1)=[O:38] |f:0.1,5.6|. Reported procedure: In dimethylformamide (5 ml), (3S)-3-[N-methyl-N-(4-nitrobenzyloxycarbonyl)amino]pyrrolidine trifluoroacetate (400.9 mg) was dissolved. To the solution, N,N-diisopropylethylamine (0.444 ml) and a solution of (2S,4S)-2-(2-carboxy-1-hydroxyethyl)-4-(4-methoxybenzylthio)-1-(4-nitrobenzyloxycarbonyl)pyrrolidine (0.5 g) in dimethylformamide (5 ml), were added at room temperature. To the resulting mixture, 1-hydroxybenzotriazole (151.5 mg), 1-ethyl-3-(3-dimethylaminopropyl)-carbodiimide hydrochloride (...